Dataset: the Open Reaction Database (ORD), a public repository of structured organic reaction records. Task: describe an organic reaction: reactants, conditions, products, and yield Reactants: [Si](C)(C)(C(C)(C)C)OCC[C@@H]1CN(C(O1)C1=CC(=C(C=C1)Cl)Cl)C(C1=CC(=C(C(=C1)OC)OC)OC)=O (2-[(5R)-(3,4-dichlorophenyl)-3-(3,4,5-trimethoxybenzoyl)oxazolidin-5-yl]ethanol t-butyldimethylsilyl ether), ice, C(O)([O-])=O.[Na+] (sodium hydrogencarbonate), CN(C)C1=NC=CC=C1 (dimethylaminopyridine), CS(=O)(=O)Cl (methanesulfonyl chloride), Cl (hydrochloric acid). The solvent is C(C)(=O)OCC (ethyl acetate), CCCCCC (hexane), C(C)(=O)O (acetic acid), O1CCCC1 (tetrahydrofuran), O (water). Isolated yield 81.7%. Yields the product CS(=O)(=O)OCC[C@@H]1CN(C(O1)C1=CC(=C(C=C1)Cl)Cl)C(C1=CC(=C(C(=C1)OC)OC)OC)=O (2-[(5R)-(3,4-Dichlorophenyl)-3-(3,4,5-trimethoxybenzoyl)oxazolidin-5-yl]ethanol Methanesulfonate). As a reaction SMILES: [Si]([O:8][CH2:9][CH2:10][C@H:11]1[O:15][CH:14]([C:16]2[CH:21]=[CH:20][C:19]([Cl:22])=[C:18]([Cl:23])[CH:17]=2)[N:13]([C:24](=[O:37])[C:25]2[CH:30]=[C:29]([O:31][CH3:32])[C:28]([O:33][CH3:34])=[C:27]([O:35][CH3:36])[CH:26]=2)[CH2:12]1)(C(C)(C)C)(C)C.C(=O)([O-])O.[Na+].CN(C1C=CC=CN=1)C.[CH3:52][S:53](Cl)(=[O:55])=[O:54].Cl>C(O)(=O)C.O1CCCC1.O.C(OCC)(=O)C.CCCCCC>[CH3:52][S:53]([O:8][CH2:9][CH2:10][C@H:11]1[O:15][CH:14]([C:16]2[CH:21]=[CH:20][C:19]([Cl:22])=[C:18]([Cl:23])[CH:17]=2)[N:13]([C:24](=[O:37])[C:25]2[CH:30]=[C:29]([O:31][CH3:32])[C:28]([O:33][CH3:34])=[C:27]([O:35][CH3:36])[CH:26]=2)[CH2:12]1)(=[O:55])=[O:54] |f:1.2|. Run at temperature 80 celsius, time 2 hour. Reported procedure: 3.95 g (6.92 mmole) of 2-[(5R)-(3,4-dichlorophenyl)-3-(3,4,5-trimethoxybenzoyl)oxazolidin-5-yl]ethanol t-butyldimethylsilyl ether [prepared as described in step (f) above] were dissolved in 70 ml of a 3:3:1 by volume mixture of acetic acid, tetrahydrofuran and water. The mixture was then heated under a nitrogen atmosphere at 80° C. for 8 hours. At the end of this time, the solution was neutralised by the addition of a saturated aqueous solution of sodium hydrogencarbonate and extracted with ethy... Reactants: ClC([C@H](C=C(C)C)O)(Cl)Cl ((2S)-1,1,1-trichloro-4-methyl-3-penten-2-ol), CC1([C@@H]2[C@H](OC([C@H]12)=O)C(Cl)(Cl)Cl)C ((1S,4S,5R)-6,6-dimethyl-2-oxo-4-trichloromethyl-3-oxabicyclo[3.1.0]hexane). Yields the product ClC(=C[C@H]1C([C@H]1C(=O)O)(C)C)Cl ((1S,3S)-3-(2,2-dichlorovinyl)-2,2-dimethylcyclopropanecarboxylic acid). As a reaction SMILES: ClC(Cl)(Cl)[C@@H](O)C=C(C)C.[CH3:11][C:12]1([CH3:23])[C@@H:17]2[C@H:13]1[C@@H:14]([C:19](Cl)([Cl:21])[Cl:20])[O:15][C:16]2=[O:18]>>[Cl:20][C:19]([Cl:21])=[CH:14][C@@H:13]1[C@H:17]([C:16]([OH:18])=[O:15])[C:12]1([CH3:11])[CH3:23]. Procedure: In the manner of Examples IA.1.(a), IA.2.(a), IA.4.(a), IA.8.(a), and IIIC., (1S,3S)-3-(2,2-dichlorovinyl)-2,2-dimethylcyclopropanecarboxylic acid is prepared from (2S)-1,1,1-trichloro-4-methyl-3-penten-2-ol via (1S,4S,5R)-6,6-dimethyl-2-oxo-4-trichloromethyl-3-oxabicyclo[3.1.0]hexane.